This data is from the Open Reaction Database (ORD), a public repository of structured organic reaction records. The task is: describe an organic reaction: reactants, conditions, products, and yield Reactants: COc1nc2c(C=O)cccc2s1, CCO, NNc1cc(N2CCOCC2)n2nc(-c3ccccc3)cc2n1. The product is COc1nc2c(C=NNc3cc(N4CCOCC4)n4nc(-c5ccccc5)cc4n3)cccc2s1. RXN SMILES: [CH3:24][O:25][c:26]1[s:27][c:28]2[c:29]([n:30]1)[c:31]([CH:35]=[O:36])[cH:32][cH:33][cH:34]2.[CH3:37][CH2:38][OH:39].[O:1]1[CH2:2][CH2:3][N:4]([c:7]2[cH:8][c:9]([NH:22][NH2:23])[n:10][c:11]3[n:12]2[n:13][c:14](-[c:16]2[cH:17][cH:18][cH:19][cH:20][cH:21]2)[cH:15]3)[CH2:5][CH2:6]1>>[O:1]1[CH2:2][CH2:3][N:4]([c:7]2[cH:8][c:9]([NH:22][N:23]=[CH:35][c:31]3[c:29]4[c:28]([s:27][c:26]([O:25][CH3:24])[n:30]4)[cH:34][cH:33][cH:32]3)[n:10][c:11]3[n:12]2[n:13][c:14](-[c:16]2[cH:17][cH:18][cH:19][cH:20][cH:21]2)[cH:15]3)[CH2:5][CH2:6]1. The reactants are OC1=C(C(=CC(=C1CC=C(C)C)OCOC)OCOC)C(C)=O (2'-hydroxy-4',6'-bis(methoxymethoxy)-3'-(3-methyl2-butenyl)acetophenone). Run in C(C)O (ethanol). Yields the product COCOC1=C(C=C(C=O)C=C1)CC=C(C)C (4-methoxymethoxy-3-(3-methyl-2-butenyl)benzaldehyde). As a reaction SMILES: O[C:2]1[C:7]([CH2:8][CH:9]=[C:10]([CH3:12])[CH3:11])=[C:6]([O:13][CH2:14][O:15][CH3:16])[CH:5]=[C:4](OCOC)[C:3]=1[C:21](=[O:23])C>C(O)C>[CH3:16][O:15][CH2:14][O:13][C:6]1[CH:5]=[CH:4][C:3]([CH:21]=[O:23])=[CH:2][C:7]=1[CH2:8][CH:9]=[C:10]([CH3:12])[CH3:11]. Reported procedure: In 45 ml of ethanol were dissolved 6.99 g of the 2'-hydroxy-4',6'-bis(methoxymethoxy)-3'-(3-methyl2-butenyl)acetophenone obtained in Production Example 13 and 5.01 of the 4-methoxymethoxy-3-(3-methyl-2-butenyl)benzaldehyde, and the solution was cooled to 0° C. Then, 65 ml of a saturated solution of potassium hydroxide in ethanol was added to the solution and the mixture was stirred at room temperature overnight. The reaction liquid was neutralized with 6N hydrochloric acid and extracted with eth... Reactants: COC(=O)[C@H]1N(C[C@H](C1)N=[N+]=[N-])C(=O)OC(C)(C)C ((2S,4S)-4-azido-pyrrolidine-1,2-dicarboxylic acid 1-tert-butyl ester 2-methyl ester), FC(C(=O)O)(F)F (trifluoroacetic acid). Run in C(Cl)Cl (methylene chloride), C(Cl)Cl (methylene chloride). Run at time 16 hour. Product: FC(C(=O)O)(F)F.COC(=O)[C@H]1NC[C@H](C1)N=[N+]=[N-] ((2S,4S)-4-azido-pyrrolidine-2-carboxylic acid methyl ester trifluoroacetate salt). As a reaction SMILES: [CH3:1][O:2][C:3]([C@@H:5]1[CH2:9][C@H:8]([N:10]=[N+:11]=[N-:12])[CH2:7][N:6]1C(OC(C)(C)C)=O)=[O:4].[F:20][C:21]([F:26])([F:25])[C:22]([OH:24])=[O:23]>C(Cl)Cl>[F:20][C:21]([F:26])([F:25])[C:22]([OH:24])=[O:23].[CH3:1][O:2][C:3]([C@@H:5]1[CH2:9][C@H:8]([N:10]=[N+:11]=[N-:12])[CH2:7][NH:6]1)=[O:4] |f:3.4|. Reported procedure: To a solution of (2S,4S)-4-azido-pyrrolidine-1,2-dicarboxylic acid 1-tert-butyl ester 2-methyl ester (7.8 g, 28.8 mmol) in methylene chloride (30 mL) was added a mixture of trifluoroacetic acid and methylene chloride (1:5, 20 mL) and the reaction mixture was stirred at room temp. for 16 h. The reaction mixture was concentrated under reduced pressure to give (2S,4S)-4-azido-pyrrolidine-2-carboxylic acid methyl ester trifluoroacetate salt (9.6 g, crude) as a light brown oil. The compound was used ... The reactants are N[C@@H](C)C1=NN2C(C(N1C1=CC=CC=C1)=O)=C(C=C2)C ((S)-2-(1-Aminoethyl)-5-methyl-3-phenylpyrrolo[2,1-f][1,2,4]triazin-4(3H)-one), ClC=1C2=C(N=CN1)NC=C2C(=O)OCC2=CC=CC=C2 (benzyl 4-chloro-7H-pyrrolo[2,3-d]pyrimidine-5-carboxylate), CCN(C(C)C)C(C)C (DIEA). Solvent: C(C)(C)(C)O (tert-butanol). Conditions: temperature 80 celsius, time 12 hour. Product: CC=1C=CN2N=C(N(C(C21)=O)C2=CC=CC=C2)[C@H](C)NC=2C1=C(N=CN2)NC=C1C(=O)OCC1=CC=CC=C1 ((S)-Benzyl 4-((1-(5-methyl-4-oxo-3-phenyl-3,4-dihydropyrrolo[2,1-f][1,2,4]triazin-2-yl)ethyl)amino)-7H-pyrrolo[2,3-d]pyrimidine-5-carboxylate). Isolated yield 69.1%. Reaction SMILES: [NH2:1][C@H:2]([C:4]1[N:9]([C:10]2[CH:15]=[CH:14][CH:13]=[CH:12][CH:11]=2)[C:8](=[O:16])[C:7]2=[C:17]([CH3:20])[CH:18]=[CH:19][N:6]2[N:5]=1)[CH3:3].Cl[C:22]1[C:23]2[C:30]([C:31]([O:33][CH2:34][C:35]3[CH:40]=[CH:39][CH:38]=[CH:37][CH:36]=3)=[O:32])=[CH:29][NH:28][C:24]=2[N:25]=[CH:26][N:27]=1.CCN(C(C)C)C(C)C>C(O)(C)(C)C>[CH3:20][C:17]1[CH:18]=[CH:19][N:6]2[C:7]=1[C:8](=[O:16])[N:9]([C:10]1[CH:15]=[CH:14][CH:13]=[CH:12][CH:11]=1)[C:4]([C@@H:2]([NH:1][C:22]1[C:23]3[C:30]([C:31]([O:33][CH2:34][C:35]4[CH:40]=[CH:39][CH:38]=[CH:37][CH:36]=4)=[O:32])=[CH:29][NH:28][C:24]=3[N:25]=[CH:26][N:27]=1)[CH3:3])=[N:5]2. Procedure: (S)-2-(1-Aminoethyl)-5-methyl-3-phenylpyrrolo[2,1-f][1,2,4]triazin-4(3H)-one (418 mg, 1.56 mmol) and benzyl 4-chloro-7H-pyrrolo[2,3-d]pyrimidine-5-carboxylate (500 mg, 1.74 mmol) were dissolved in tert-butanol (8 ml) and DIEA (2 ml, 11.45 mmol) was added. After stirring the mixture at 80° C. for 12 h, the solvent was evaporated under reduced pressure and the residue was suspended in water, basified with sodium carbonate and extracted with AcOEt (×3). The organic phase was successively washed wit...